Dataset: the Open Reaction Database (ORD), a public repository of structured organic reaction records. Task: describe an organic reaction: reactants, conditions, products, and yield Reactants: ClC=1N=C2C(=C(C=NC2=CC1)C(C)=O)N[C@@H]1CC[C@H](CC1)CN1CCCC1 (1-{6-chloro-4-[trans-4-(pyrrolidin-1-ylmethyl)-cyclohexylamino]-1,5-naphthyridin-3-yl}ethanone), ClC1=C(C(=CC(=C1)B1OC(C(O1)(C)C)(C)C)Cl)O (2,6-dichloro-4-(4,4,5,5-tetramethyl-1,3,2-dioxaborolan-2-yl)phenol), C1(=C(C(=C(C(=C1F)F)F)N)F)N.Cl.Cl (dihydrochloride). Yields the product Cl.Cl.ClC=1C=C(C=C(C1O)Cl)C=1N=C2C(=C(C=NC2=CC1)C(C)=O)N[C@@H]1CC[C@H](CC1)CN1CCCC1 (1-{6-(3,5-Dichloro-4-hydroxyphenyl)-4-[trans-4-(pyrrolidin-1-ylmethyl)cyclohexylamino]-1,5-naphthyridin-3-yl}ethanone dihydrochloride). Yield: 58.5%. Reaction SMILES: [Cl:1][C:2]1[N:3]=[C:4]2[C:9](=[CH:10][CH:11]=1)[N:8]=[CH:7][C:6]([C:12](=[O:14])[CH3:13])=[C:5]2[NH:15][C@H:16]1[CH2:21][CH2:20][C@H:19]([CH2:22][N:23]2[CH2:27][CH2:26][CH2:25][CH2:24]2)[CH2:18][CH2:17]1.[Cl:28][C:29]1[CH:34]=[C:33](B2OC(C)(C)C(C)(C)O2)[CH:32]=[C:31]([Cl:44])[C:30]=1[OH:45].C1(N)C(F)=C(F)C(F)=C(N)C=1F.Cl.Cl>>[ClH:1].[ClH:28].[Cl:28][C:29]1[CH:34]=[C:33]([C:2]2[N:3]=[C:4]3[C:9](=[CH:10][CH:11]=2)[N:8]=[CH:7][C:6]([C:12](=[O:14])[CH3:13])=[C:5]3[NH:15][C@H:16]2[CH2:21][CH2:20][C@H:19]([CH2:22][N:23]3[CH2:24][CH2:25][CH2:26][CH2:27]3)[CH2:18][CH2:17]2)[CH:32]=[C:31]([Cl:44])[C:30]=1[OH:45] |f:2.3.4,5.6.7|. Procedure details: Following general procedure II, 1-{6-chloro-4-[trans-4-(pyrrolidin-1-ylmethyl)-cyclohexylamino]-1,5-naphthyridin-3-yl}ethanone (67 mg, 0.17 mmol) was reacted with 2,6-dichloro-4-(4,4,5,5-tetramethyl-1,3,2-dioxaborolan-2-yl)phenol (58 mg, 0.21 mmol) followed by formation of the dihydrochloride salt to afford the desired product (36 mg, 36%) as an off-white solid: 1H NMR (300 MHz, CD3OD) δ 9.15 (s, 1H), 8.47 (d, J=9.0 Hz, 1H), 8.34 (d, J=9.0 Hz, 1H), 8.12 (s, 2H), 5.75-5.67 (m, 1H), 3.72-3.65 (m, ... Starting materials: ClC=1C(=C(C=NC1)OCC1=CC=CC=C1)C=O (5-Chloro 3-benzyloxy pyridine-4-carboxaldehyde), C(CS)(=O)OC (methyl thioglycolate), C([O-])([O-])=O.[Cs+].[Cs+] (cesium carbonate). Run in O1CCCC1 (tetrahydrofuran). Yields the product C(C1=CC=CC=C1)OC1=C2C(=CN=C1)SC(=C2)C(=O)OC (Methyl 4-benzyloxythieno[2,3-c]pyridine-2-carboxylate). The yield is 55.0%. As a reaction SMILES: Cl[C:2]1[C:3]([CH:16]=O)=[C:4]([O:8][CH2:9][C:10]2[CH:15]=[CH:14][CH:13]=[CH:12][CH:11]=2)[CH:5]=[N:6][CH:7]=1.[C:18]([O:22][CH3:23])(=[O:21])[CH2:19][SH:20].C(=O)([O-])[O-].[Cs+].[Cs+]>O1CCCC1>[CH2:9]([O:8][C:4]1[CH:5]=[N:6][CH:7]=[C:2]2[S:20][C:19]([C:18]([O:22][CH3:23])=[O:21])=[CH:16][C:3]=12)[C:10]1[CH:11]=[CH:12][CH:13]=[CH:14][CH:15]=1 |f:2.3.4|. Procedure: To an ice cold solution of Example 236B (4.2 g, 17 mmol) in anhydrous tetrahydrofuran (42 mL) under nitrogen atmosphere was added methyl thioglycolate (1.83 mL, 20.4 mmol) followed by powdered cesium carbonate (6.65 g, 20.4 mmol). Then the reaction mixture was allowed to warm to room temperature with stirring under nitrogen. After 30 minutes the reaction was refluxed for 15 minutes and cooled to room temperature. The reaction mixture was quenched with ice (50 mL) and partitioned with ethyl aceta... Starting materials: BrN1C(CCC1=O)=O (N-bromosuccinimide), C1(=CC=CC=C1)P(C1=CC=CC=C1)C1=CC=CC=C1 (triphenylphosphine), NC1=CC=C(C=C1)C1=CC=CC=C1 (4-aminobiphenyl), N1=CC=CC=C1 (pyridine), OC=1C=C(C(=O)O)C=CC1OC (3-hydroxy-4-methoxybenzoic acid). Run in ClCCl (dichloromethane), ClCCl (dichloromethane), CN(C=O)C (dimethylformamide). Conditions: temperature -20 celsius, time 10 minute. Yields the product C1(=CC=C(C=C1)NC(C1=CC(=C(C=C1)OC)O)=O)C1=CC=CC=C1 (N-[1,1′-biphenyl]-4-yl-3-hydroxy-4-methoxybenzamide). As a reaction SMILES: [OH:1][C:2]1[CH:3]=[C:4]([CH:8]=[CH:9][C:10]=1[O:11][CH3:12])[C:5]([OH:7])=O.BrN1C(=O)CCC1=O.C1(P(C2C=CC=CC=2)C2C=CC=CC=2)C=CC=CC=1.[NH2:40][C:41]1[CH:46]=[CH:45][C:44]([C:47]2[CH:52]=[CH:51][CH:50]=[CH:49][CH:48]=2)=[CH:43][CH:42]=1.N1C=CC=CC=1>ClCCl.CN(C)C=O>[C:44]1([C:47]2[CH:52]=[CH:51][CH:50]=[CH:49][CH:48]=2)[CH:43]=[CH:42][C:41]([NH:40][C:5](=[O:7])[C:4]2[CH:8]=[CH:9][C:10]([O:11][CH3:12])=[C:2]([OH:1])[CH:3]=2)=[CH:46][CH:45]=1. Reported procedure: A solution of 3-hydroxy-4-methoxybenzoic acid (0.5 g, 3 mmol) in dichloromethane and dimethylformamide was cooled to −20° C., and N-bromosuccinimide (0.57 g, 3.2 mmol) and triphenylphosphine (0.8 g, 3.1 mmol) were added in one portion. The mixture was stirred at −20° C. for 10 min, and treated with a solution of 4-aminobiphenyl (0.5 g, 3 mmol) and dry pyridine (0.3 g, 3.8 mmol) in dichloromethane (5 mL). The mixture was allowed to warm to RT, stirred 20 h, concentrated in vacuo, and the residue ... Reactants: C(C)OCC (diethyl ether), C(C)[Si](C#CCCCI)(CC)CC (triethyl-(5-iodpent-1-inyl)silane), C1(=CC=CC=C1)P(C1=CC=CC=C1)C1=CC=CC=C1 (triphenylphosphine), C(C)OCC (diethyl ether). Solvent: C(C)O (ethanol). Conditions: temperature 50 celsius, time 24 hour. The product is [I-].C1(=CC=CC=C1)[P+](CCCC#C[Si](C)(C)C)(C1=CC=CC=C1)C1=CC=CC=C1 (Triphenyl-(5-trimethylsilylpent-4-inyl)phosphonium iodide). As a reaction SMILES: [CH2:1]([Si:3]([CH2:12]C)([CH2:10]C)[C:4]#[C:5][CH2:6][CH2:7][CH2:8][I:9])C.[C:14]1([P:20]([C:27]2[CH:32]=[CH:31][CH:30]=[CH:29][CH:28]=2)[C:21]2[CH:26]=[CH:25][CH:24]=[CH:23][CH:22]=2)[CH:19]=[CH:18][CH:17]=[CH:16][CH:15]=1.C(OCC)C>C(O)C>[I-:9].[C:27]1([P+:20]([C:14]2[CH:15]=[CH:16][CH:17]=[CH:18][CH:19]=2)([C:21]2[CH:26]=[CH:25][CH:24]=[CH:23][CH:22]=2)[CH2:8][CH2:7][CH2:6][C:5]#[C:4][Si:3]([CH3:1])([CH3:10])[CH3:12])[CH:28]=[CH:29][CH:30]=[CH:31][CH:32]=1 |f:4.5|. Procedure details: A solution of triethyl-(5-iodpent-1-inyl)silane (5.02 g, 16.3 mmol) and triphenylphosphine (3.94 g, 15 mmol) in absolute ethanol (100 mL) was stirred 4 h with reflux and overnight at 50° C. and then heated once again with reflux for 7 h. The reaction solution was then concentrated to low volume in a vacuum, the yellowish crystals formed were mixed with diethyl ether (50 mL) and stirred. The diethyl ether was itself concentrated to low volume in a vacuum and the crystals mixed with ethyl acetate ...